Dataset: the Open Reaction Database (ORD), a public repository of structured organic reaction records. Task: describe an organic reaction: reactants, conditions, products, and yield Reactants: O=C(O)CCCOc1ccccc1Br, CO. The product is COC(=O)CCCOc1ccccc1Br. Reaction SMILES: [Br:1][c:2]1[c:3]([O:4][CH2:5][CH2:6][CH2:7][C:8](=[O:9])[OH:10])[cH:11][cH:12][cH:13][cH:14]1.[CH3:15][OH:16]>>[Br:1][c:2]1[c:3]([O:4][CH2:5][CH2:6][CH2:7][C:8]([O:9][CH3:15])=[O:10])[cH:11][cH:12][cH:13][cH:14]1. The reactants are CSSC (1,2-dimethyldisulfane), BrC=1C(=C2C(=NC1)NC=C2NC(C2=CN=CC=C2)=O)N2C[C@@H](CCC2)NC(OC(C)(C)C)=O ((R)-tert-butyl 1-(5-bromo-3-(nicotinamido)-1H-pyrrolo[2,3-b]pyridin-4-yl)piperidin-3-ylcarbamate), C(CCC)[Li] (n-Butyl lithium), [Li]C (MeLi). The solvent is C1CCOC1 (THF). Run at temperature -78 celsius, time 10 minute. Product: CSC=1C(=C2C(=NC1)NC=C2NC(C2=CN=CC=C2)=O)N2C[C@@H](CCC2)NC(OC(C)(C)C)=O ((R)-tert-butyl 1-(5-(methylthio)-3-(nicotinamido)-1H-pyrrolo[2,3-b]pyridin-4-yl)piperidin-3-ylcarbamate). The yield is 50.0%. RXN SMILES: Br[C:2]1[C:3]([N:20]2[CH2:25][CH2:24][CH2:23][C@@H:22]([NH:26][C:27](=[O:33])[O:28][C:29]([CH3:32])([CH3:31])[CH3:30])[CH2:21]2)=[C:4]2[C:10]([NH:11][C:12](=[O:19])[C:13]3[CH:18]=[CH:17][CH:16]=[N:15][CH:14]=3)=[CH:9][NH:8][C:5]2=[N:6][CH:7]=1.[Li]C.C([Li])CCC.[CH3:41][S:42]SC>C1COCC1>[CH3:41][S:42][C:2]1[C:3]([N:20]2[CH2:25][CH2:24][CH2:23][C@@H:22]([NH:26][C:27](=[O:33])[O:28][C:29]([CH3:32])([CH3:31])[CH3:30])[CH2:21]2)=[C:4]2[C:10]([NH:11][C:12](=[O:19])[C:13]3[CH:18]=[CH:17][CH:16]=[N:15][CH:14]=3)=[CH:9][NH:8][C:5]2=[N:6][CH:7]=1. Reported procedure: (R)-tert-Butyl 1-(5-bromo-3-(nicotinamido)-1H-pyrrolo[2,3-b]pyridin-4-yl)piperidin-3-ylcarbamate (150 mg, 0.291 mmol; Example 1A, Step A) was dissolved in THF (20 mL) and cooled to −78° C. MeLi (546 μL, 0.873 mmol) was then added slowly, and the reaction was stirred for 10 minutes. n-Butyl lithium (128 μL, 0.320 mmol) was added next, and the reaction was stirred for an additional 10 minutes, followed by the addition of 1,2-dimethyldisulfane (31.5 mg, 0.335 mmol). The reaction was stirred for 30 ... Yield: 87.0%. Reaction conditions: time 35 minute. Solvent: C(=O)O (formic acid). RXN SMILES: [C:1](OC(=O)C)(=[O:3])C.[NH2:8][C@@H:9]1[C:25](=[O:26])[N:11]2[C:12]([C:17]([O:19][CH2:20][C:21]([Cl:24])([Cl:23])[Cl:22])=[O:18])=[C:13]([CH3:16])[CH2:14][S:15][C@H:10]12>C(O)=O>[CH:1]([NH:8][C@@H:9]1[C:25](=[O:26])[N:11]2[C:12]([C:17]([O:19][CH2:20][C:21]([Cl:22])([Cl:24])[Cl:23])=[O:18])=[C:13]([CH3:16])[CH2:14][S:15][C@H:10]12)=[O:3]. Yields the product C(=O)N[C@H]1[C@@H]2N(C(=C(CS2)C)C(=O)OCC(Cl)(Cl)Cl)C1=O (2,2,2-Trichloroethyl 7β-Formamido-3-methylceph-3-em-4-carboxylate). Reported procedure: Acetic anhydride (8 ml) was added to a solution of 2,2,2-trichloroethyl 7β-amino-3-methylceph-3-em-4-carboxylate (6.91 g, 20 mmole) in 98-100% formic acid (40 ml.), and the orange solution was allowed to stand at room temperature for 35 minutes and then successively evaporated at 30°/15 mm and 30°/1 mm. The orange residue was dissolved in ether (200 ml) and the solution was washed successively with 2N-hydrochloric acid, water and 5% aqueous sodium hydrogen carbonate solution (50 ml of each) and ... The reactants are C(C)(=O)OC(C)=O (Acetic anhydride), N[C@H]1[C@@H]2N(C(=C(CS2)C)C(=O)OCC(Cl)(Cl)Cl)C1=O (2,2,2-trichloroethyl 7β-amino-3-methylceph-3-em-4-carboxylate). Starting materials: ClC1=C(C(=CC=C1)Cl)CS(=O)(=O)C=1C=C2/C(/C(NC2=CC1)=O)=C/C1=C(C(=C(N1)C)CC(=O)O)C ({5-[5-(2,6-dichloro-phenylmethanesulfonyl)-2-oxo-1,2-dihydro-indol-(3Z)-ylidenemethyl]-2,4-dimethyl-1H-pyrrol-3-yl}-acetic acid), C=1C=CC2=C(C1)N=NN2O (HOBt), CCN=C=NCCCN(C)C.Cl (EDAC.HCl), N1CCOCC1 (morpholine), TEA. The solvent is CN(C)C=O (DMF). Reaction conditions: time 7 day. Yields the product ClC1=C(C(=CC=C1)Cl)CS(=O)(=O)C=1C=C2/C(/C(NC2=CC1)=O)=C/C=1NC(=C(C1C)CC(=O)N1CCOCC1)C (5-(2,6-Dichloro-phenylmethanesulfonyl)-3-[1-[3,5-dimethyl-4-(2-morpholin-4-yl-2-oxo-ethyl)-1H-pyrrol-2-yl]-meth-(Z)-ylidene]-1,3-dihydro-indol-2-one). Reaction SMILES: [Cl:1][C:2]1[CH:7]=[CH:6][CH:5]=[C:4]([Cl:8])[C:3]=1[CH2:9][S:10]([C:13]1[CH:14]=[C:15]2[C:19](=[CH:20][CH:21]=1)[NH:18][C:17](=[O:22])/[C:16]/2=[CH:23]\[C:24]1[NH:28][C:27]([CH3:29])=[C:26]([CH2:30][C:31](O)=[O:32])[C:25]=1[CH3:34])(=[O:12])=[O:11].C1C=CC2N(O)N=NC=2C=1.CCN=C=NCCCN(C)C.Cl.[NH:57]1[CH2:62][CH2:61][O:60][CH2:59][CH2:58]1>CN(C=O)C>[Cl:8][C:4]1[CH:5]=[CH:6][CH:7]=[C:2]([Cl:1])[C:3]=1[CH2:9][S:10]([C:13]1[CH:14]=[C:15]2[C:19](=[CH:20][CH:21]=1)[NH:18][C:17](=[O:22])/[C:16]/2=[CH:23]\[C:24]1[NH:28][C:27]([CH3:29])=[C:26]([CH2:30][C:31]([N:57]2[CH2:62][CH2:61][O:60][CH2:59][CH2:58]2)=[O:32])[C:25]=1[CH3:34])(=[O:12])=[O:11] |f:2.3|. Reported procedure: To a mixture of {5-[5-(2,6-dichloro-phenylmethanesulfonyl)-2-oxo-1,2-dihydro-indol-(3Z)-ylidenemethyl]-2,4-dimethyl-1H-pyrrol-3-yl}-acetic acid (100 mg, 0.19 mmol), HOBt (3 mg, 0.1 eq.), EDAC.HCl (44 mg, 1.2 eq.) and morpholine (18 mg, 1.1 eq.) in DMF (2 mL) at rt was added TEA (0.067 mL, 2.5 eq.). After stirring at rt for 7 days, the reaction was concentrated, diluted with DCM (10 mL) and methanol (0.5 mL) and then mixed with solid sodium bicarbonate. After stirring at rt for 15 mins, the suspe...